Dataset: the Open Reaction Database (ORD), a public repository of structured organic reaction records. Task: describe an organic reaction: reactants, conditions, products, and yield Run in CO (methanol). Procedure: In 340 mL of methanol was suspended 20.00 g of a racemic mixture, 1,2,4,5-tetrahydro-4-methyl-7,8-methylenedioxy-5-oxo-3-benzothiepin-2-carboxylic acid (content 100%; trans compound 87.1%, cis compound 12.9%). To the suspension was added 11.01 g (1 equivalent) of (1S,2R)-norephedrine at room temperature (25° C.), followed by stirring for 1 hour. The resulting crystals were collected by filtration, washed with 80 mL of cold methanol, and dried over one night at room temperature under reduced pres... Starting materials: racemic mixture, compound, (1S,2R)-norephedrine, CC1C(C2=C(CC(S1)C(=O)O)C=C1C(=C2)OCO1)=O (1,2,4,5-tetrahydro-4-methyl-7,8-methylenedioxy-5-oxo-3-benzothiepin-2-carboxylic acid), compound. Run at time 1 hour. Reaction SMILES: [CH3:1][CH:2]1[S:8][CH:7]([C:9]([OH:11])=[O:10])[CH2:6][C:5]2[CH:12]=[C:13]3[O:18][CH2:17][O:16][C:14]3=[CH:15][C:4]=2[C:3]1=[O:19]>CO>[CH3:1][C@H:2]1[S:8][C@H:7]([C:9]([OH:11])=[O:10])[CH2:6][C:5]2[CH:12]=[C:13]3[O:18][CH2:17][O:16][C:14]3=[CH:15][C:4]=2[C:3]1=[O:19]. Product: C[C@@H]1C(C2=C(C[C@H](S1)C(=O)O)C=C1C(=C2)OCO1)=O ((2S,4R)-1,2,4,5-tetrahydro-4-methyl-7,8-methylenedioxy-5-oxo-3-benzothiepin-2-carboxylic acid). Starting materials: COC=1C=C(C=CC1)OB(O)O (3-methoxyphenylboric acid), N1=CC=CC=C1 (pyridine), O=C1NC2=CC=CC=C2N=C1C(=O)OCC (ethyl 2-oxo-1,2-dihydroquinoxaline-3-carboxylate). The reagents and catalysts are C(C)(=O)[O-].[Cu+2].C(C)(=O)[O-] (copper (II) acetate). The solvent is ClCCl (dichloromethane). Run at time 72 hour. The product is COC=1C=C(C=CC1)N1C(C(=NC2=CC=CC=C12)C(=O)OCC)=O (ethyl 1-(3-methoxyphenyl)-2-oxo-1,2-dihydroquinoxaline-3-carboxylate). The yield is 205.6%. RXN SMILES: [O:1]=[C:2]1[C:11]([C:12]([O:14][CH2:15][CH3:16])=[O:13])=[N:10][C:9]2[C:4](=[CH:5][CH:6]=[CH:7][CH:8]=2)[NH:3]1.[CH3:17][O:18][C:19]1[CH:20]=[C:21](OB(O)O)[CH:22]=[CH:23][CH:24]=1.N1C=CC=CC=1>ClCCl.C([O-])(=O)C.[Cu+2].C([O-])(=O)C>[CH3:17][O:18][C:19]1[CH:24]=[C:23]([N:3]2[C:4]3[C:9](=[CH:8][CH:7]=[CH:6][CH:5]=3)[N:10]=[C:11]([C:12]([O:14][CH2:15][CH3:16])=[O:13])[C:2]2=[O:1])[CH:22]=[CH:21][CH:20]=1 |f:4.5.6|. Procedure details: 2.0 g (9.2 mmol) of ethyl 2-oxo-1,2-dihydroquinoxaline-3-carboxylate was dissolved in dichloromethane (100 mL), and 2.8 g (1.8 mmol) of 3-methoxyphenylboric acid, 3.3 g (1.8 mmol) of anhydrous copper (II) acetate and 1.4 g (1.8 mmol) of pyridine were added thereto. The mixture was stirred for 72 hours at room temperature. After completion of the reaction, the inorganic matter was separated by filtration, and then the solvent was distilled off under reduced pressure. The residue thus obtained was... Reactants: NS(=O)(=O)c1cc(C(=O)O)cc(NCc2ccccc2)c1Oc1ccc(OCc2ccccc2)cc1, [H][H], [Na+], [OH-], O. Yields the product NS(=O)(=O)c1cc(C(=O)O)cc(NCc2ccccc2)c1Oc1ccc(O)cc1. Reaction SMILES: [CH2:1]([c:2]1[cH:3][cH:4][cH:5][cH:6][cH:7]1)[NH:8][c:9]1[cH:10][c:11]([C:12](=[O:13])[OH:14])[cH:15][c:16]([S:33]([NH2:34])(=[O:35])=[O:36])[c:17]1[O:18][c:19]1[cH:20][cH:21][c:22]([O:25][CH2:26][c:27]2[cH:28][cH:29][cH:30][cH:31][cH:32]2)[cH:23][cH:24]1.[H:39][H:40].[Na+:38].[OH-:37].[OH2:41]>>[CH2:1]([c:2]1[cH:3][cH:4][cH:5][cH:6][cH:7]1)[NH:8][c:9]1[cH:10][c:11]([C:12](=[O:13])[OH:14])[cH:15][c:16]([S:33]([NH2:34])(=[O:35])=[O:36])[c:17]1[O:18][c:19]1[cH:20][cH:21][c:22]([OH:25])[cH:23][cH:24]1. The yield is 182.6%. Procedure: To a suspension containing 200 mg (0.77 mmol) of (S)-N-[4-(trifluoromethyl)phenyl]-3-hydroxypentanoic acid amide produced in Example 2, triphenylphosphine (1,188 mg, 1.53 mmol), and tetrahydrofuran (1 mL), a tetrahydrofuran solution (1 mL) containing 309.8 mg (1.53 mmol) of diisopropyl azodicarboxylate was added dropwise at room temperature for 5 minutes. After stirring at the same temperature for further 1.5 hours, the solvent was removedby distillation under reduced pressure to obtain an oil. ... RXN SMILES: [F:1][C:2]([F:18])([F:17])[C:3]1[CH:8]=[CH:7][C:6]([NH:9][C:10](=[O:16])[CH2:11][C@@H:12](O)[CH2:13][CH3:14])=[CH:5][CH:4]=1.C1(P(C2C=CC=CC=2)C2C=CC=CC=2)C=CC=CC=1.O1CCCC1.N(C(OC(C)C)=O)=NC(OC(C)C)=O>C(OCC)C>[CH2:13]([C@H:12]1[N:9]([C:6]2[CH:7]=[CH:8][C:3]([C:2]([F:18])([F:17])[F:1])=[CH:4][CH:5]=2)[C:10](=[O:16])[CH2:11]1)[CH3:14]. Solvent: C(C)OCC (diethyl ether). Yields the product C(C)[C@@H]1CC(N1C1=CC=C(C=C1)C(F)(F)F)=O ((R)-4-ethyl-1-[4-(trifluoromethyl)phenyl]-2-azetidinone). The reactants are FC(C1=CC=C(C=C1)NC(C[C@H](CC)O)=O)(F)F ((S)-N-[4-(trifluoromethyl)phenyl]-3-hydroxypentanoic acid amide), C1(=CC=CC=C1)P(C1=CC=CC=C1)C1=CC=CC=C1 (triphenylphosphine), O1CCCC1 (tetrahydrofuran), O1CCCC1 (tetrahydrofuran), N(=NC(=O)OC(C)C)C(=O)OC(C)C (diisopropyl azodicarboxylate). Conditions: time 1.5 hour. Reactants: ClC1=NC(=NC=C1C(F)(F)F)NC1=C(C=C(CP(OCC)(OCC)=O)C=C1)OC (diethyl (4-{[4-chloro-5-(trifluoromethyl)pyrimidin-2-yl]amino}-3-methoxybenzyl)phosphonate), ( 100 ), NC=1C=CC(=C2CN(C(C12)=O)C)OC (7-Amino-4-methoxy-2-methyl-2,3-dihydro-1H-isoindol-1-one), NC=1C=CC(=C2CN(C(C12)=O)C)OC (7-Amino-4-methoxy-2-methyl-2,3-dihydro-1H-isoindol-1-one). Product: COC=1C=C(CP(OCC)(OCC)=O)C=CC1NC1=NC=C(C(=N1)NC1=C2C(N(CC2=C(C=C1)OC)C)=O)C(F)(F)F (Diethyl [3-methoxy-4-({4-[(7-methoxy-2-methyl-3-oxo-2,3-dihydro-1H-isoindol-4-yl)amino]-5-(trifluoromethyl)pyrimidin-2-yl}amino)benzyl]phosphonate). Reaction SMILES: Cl[C:2]1[C:7]([C:8]([F:11])([F:10])[F:9])=[CH:6][N:5]=[C:4]([NH:12][C:13]2[CH:27]=[CH:26][C:16]([CH2:17][P:18](=[O:25])([O:22][CH2:23][CH3:24])[O:19][CH2:20][CH3:21])=[CH:15][C:14]=2[O:28][CH3:29])[N:3]=1.[NH2:30][C:31]1[CH:32]=[CH:33][C:34]([O:42][CH3:43])=[C:35]2[C:39]=1[C:38](=[O:40])[N:37]([CH3:41])[CH2:36]2>>[CH3:29][O:28][C:14]1[CH:15]=[C:16]([CH:26]=[CH:27][C:13]=1[NH:12][C:4]1[N:3]=[C:2]([NH:30][C:31]2[CH:32]=[CH:33][C:34]([O:42][CH3:43])=[C:35]3[C:39]=2[C:38](=[O:40])[N:37]([CH3:41])[CH2:36]3)[C:7]([C:8]([F:11])([F:10])[F:9])=[CH:6][N:5]=1)[CH2:17][P:18](=[O:25])([O:22][CH2:23][CH3:24])[O:19][CH2:20][CH3:21]. Reported procedure: The title compound was prepared according to the procedure for Example 102 using diethyl (4-{[4-chloro-5-(trifluoromethyl)pyrimidin-2-yl]amino}-3-methoxybenzyl)phosphonate and 7-Amino-4-methoxy-2-methyl-2,3-dihydro-1H-isoindol-1-one (Compound 205A). MS (ES+): m/z 610.25 (100) [MH+]; HPLC: tR=1.10 min (UPLC, purity).